This data is from the Open Reaction Database (ORD), a public repository of structured organic reaction records. The task is: describe an organic reaction: reactants, conditions, products, and yield Starting materials: Brc1ccc2[nH]ccc2c1, C1CCOC1, C[Si](C)(C)[N-][Si](C)(C)C, CC(C)[Si](Cl)(C(C)C)C(C)C, [Li+]. Product: CC(C)[Si](C(C)C)(C(C)C)n1ccc2cc(Br)ccc21. Reaction SMILES: [Br:11][c:12]1[cH:13][c:14]2[cH:15][cH:16][nH:17][c:18]2[cH:19][cH:20]1.[CH2:32]1[O:33][CH2:34][CH2:35][CH2:36]1.[CH3:1][Si:2]([N-:3][Si:4]([CH3:5])([CH3:6])[CH3:7])([CH3:8])[CH3:9].[CH:21]([CH3:22])([CH3:23])[Si:24]([CH:25]([CH3:26])[CH3:27])([CH:28]([CH3:29])[CH3:30])[Cl:31].[Li+:10]>>[Br:11][c:12]1[cH:13][c:14]2[cH:15][cH:16][n:17]([Si:24]([CH:21]([CH3:22])[CH3:23])([CH:25]([CH3:26])[CH3:27])[CH:28]([CH3:29])[CH3:30])[c:18]2[cH:19][cH:20]1.